Dataset: the Open Reaction Database (ORD), a public repository of structured organic reaction records. Task: describe an organic reaction: reactants, conditions, products, and yield Starting materials: CS(C)=O, NCc1ccc(Cl)cc1Cl, CC(C(=O)O)c1cccc2cnccc12, O=C(O)Cc1cccc2cnccc12. Product: CC(C(=O)NCc1ccc(Cl)cc1Cl)c1cccc2cnccc12. RXN SMILES: [CH3:40][S:41]([CH3:42])=[O:43].[Cl:1][c:2]1[c:3]([CH2:4][NH2:5])[cH:6][cH:7][c:8]([Cl:10])[cH:9]1.[cH:11]1[n:12][cH:13][cH:14][c:15]2[c:16]([CH:21]([C:22](=[O:23])[OH:24])[CH3:25])[cH:17][cH:18][cH:19][c:20]12.[cH:26]1[c:27]2[c:28]([c:29]([CH2:30][C:31]([OH:32])=[O:33])[cH:34][cH:35][cH:36]2)[cH:37][cH:38][n:39]1>>[Cl:1][c:2]1[c:3]([CH2:4][NH:5][C:22]([CH:21]([c:16]2[c:15]3[cH:14][cH:13][n:12][cH:11][c:20]3[cH:19][cH:18][cH:17]2)[CH3:25])=[O:23])[cH:6][cH:7][c:8]([Cl:10])[cH:9]1. The product is CC1=C(N)C(C)C2CC(C)(CN3CCN(c4ccc(-n5ccnc5)cc4)CC3)OC2=C1C. Reaction SMILES: [CH3:42][CH2:43][OH:44].[Cl-:37].[ClH:38].[N+:1]([O-:2])(=[O:3])[C:4]1=[C:5]([CH3:34])[C:6]([CH3:33])=[C:7]2[CH:8]([CH2:9][C:10]([CH3:12])([CH2:13][N:14]3[CH2:15][CH2:16][N:17]([c:20]4[cH:21][cH:22][c:23](-[n:26]5[cH:27][n:28][cH:29][cH:30]5)[cH:24][cH:25]4)[CH2:18][CH2:19]3)[O:11]2)[CH:31]1[CH3:32].[Na+:40].[OH-:39].[OH2:35].[OH2:36].[OH2:41]>>[NH2:1][C:4]1=[C:5]([CH3:34])[C:6]([CH3:33])=[C:7]2[CH:8]([CH2:9][C:10]([CH3:12])([CH2:13][N:14]3[CH2:15][CH2:16][N:17]([c:20]4[cH:21][cH:22][c:23](-[n:26]5[cH:27][n:28][cH:29][cH:30]5)[cH:24][cH:25]4)[CH2:18][CH2:19]3)[O:11]2)[CH:31]1[CH3:32]. Reactants: CCO, [Cl-], Cl, CC1=C2OC(C)(CN3CCN(c4ccc(-n5ccnc5)cc4)CC3)CC2C(C)C([N+](=O)[O-])=C1C, [Na+], [OH-], O, O, O. Starting materials: 2,2-dimethyl-5-{3-fluoro-4-(methylthio)phenyl}-4-phenyl, CC1(OC(=C(C1=O)C1=CC=CC=C1)C1=CC(=C(C=C1)SC)F)C (2,2-dimethyl-5-{3-fluoro-4-(methylthio)phenyl}-4-phenyl-3(2H)-furanone), CO.C1CCOC1.O (methanol THF water), OOS(=O)[O-].[K+] (OXONE). Reaction conditions: time 4 hour. Product: CC1(OC(=C(C1=O)C1=CC=CC=C1)C1=CC(=CC=C1)S(=O)(=O)C)C (2,2-dimethyl-5-{3-(methylsulfonyl)phenyl}-4-phenyl-3(2H)-furanone). Reaction SMILES: [CH3:1][C:2]1([CH3:23])[C:6](=[O:7])[C:5]([C:8]2[CH:13]=[CH:12][CH:11]=[CH:10][CH:9]=2)=[C:4]([C:14]2[CH:19]=[CH:18][C:17](SC)=[C:16](F)[CH:15]=2)[O:3]1.O[O:25][S:26]([O-:28])=O.[K+].CO.[CH2:32]1COCC1.O>>[CH3:1][C:2]1([CH3:23])[C:6](=[O:7])[C:5]([C:8]2[CH:13]=[CH:12][CH:11]=[CH:10][CH:9]=2)=[C:4]([C:14]2[CH:19]=[CH:18][CH:17]=[C:16]([S:26]([CH3:32])(=[O:28])=[O:25])[CH:15]=2)[O:3]1 |f:1.2,3.4.5|. Reported procedure: To 2,2-dimethyl-5-{3-fluoro-4-(methylthio)phenyl}-4-phenyl-3((2H)-furanone (1.21 g: Example 264) dissolved in 150 ml 1:1:1 methanol/THF/water, was added 2.77 g of OXONE. The mixture was stirred at room temperature for four hours. Then the volatile solvent was removed in vacuo and the resulting solution was diluted with 50 ml water. The aqueous solution was extracted with dichloromethane (30 ml×3). The organic layer was concentrated under reduced pressure and was purified by column chromatography...